Dataset: the Open Reaction Database (ORD), a public repository of structured organic reaction records. Task: describe an organic reaction: reactants, conditions, products, and yield RXN SMILES: [CH3:23][CH2:24][OH:25].[Cl:13][c:14]1[c:15]([N+:20](=[O:21])[O-:22])[cH:16][n:17][cH:18][cH:19]1.[NH2:1][c:2]1[c:3]([C:4](=[O:5])[O:6][CH2:7][CH3:8])[cH:9][cH:10][cH:11][cH:12]1>>[ClH:13].[NH:1]([c:2]1[c:3]([C:4](=[O:5])[O:6][CH2:7][CH3:8])[cH:9][cH:10][cH:11][cH:12]1)[c:14]1[c:15]([N+:20](=[O:21])[O-:22])[cH:16][n:17][cH:18][cH:19]1. The reactants are CCO, O=[N+]([O-])c1cnccc1Cl, CCOC(=O)c1ccccc1N. Product: Cl, CCOC(=O)c1ccccc1Nc1ccncc1[N+](=O)[O-]. The reactants are Br, CC(=O)[O-], CC(=O)O, Cc1ccc(NC(=O)CC(CC(=O)OC(C)(C)C)c2noc(C3CC(CC(C)C)C3)c2C2CC2)c(Cl)c1, [Na+], O. The product is Cc1ccc(NC(=O)CC(CC(=O)O)c2noc(C3CC(CC(C)C)C3)c2C2CC2)c(Cl)c1. Reaction SMILES: [BrH:39].[CH3:41][C:42](=[O:43])[O-:44].[CH3:45][C:46](=[O:47])[OH:48].[Cl:1][c:2]1[c:3]([NH:9][C:10](=[O:11])[CH2:12][CH:13]([CH2:14][C:15](=[O:16])[O:17][C:18]([CH3:19])([CH3:20])[CH3:21])[c:22]2[n:23][o:24][c:25]([CH:30]3[CH2:31][CH:32]([CH2:34][CH:35]([CH3:36])[CH3:37])[CH2:33]3)[c:26]2[CH:27]2[CH2:28][CH2:29]2)[cH:4][cH:5][c:6]([CH3:8])[cH:7]1.[Na+:40].[OH2:38]>>[Cl:1][c:2]1[c:3]([NH:9][C:10](=[O:11])[CH2:12][CH:13]([CH2:14][C:15](=[O:16])[OH:17])[c:22]2[n:23][o:24][c:25]([CH:30]3[CH2:31][CH:32]([CH2:34][CH:35]([CH3:36])[CH3:37])[CH2:33]3)[c:26]2[CH:27]2[CH2:28][CH2:29]2)[cH:4][cH:5][c:6]([CH3:8])[cH:7]1. Starting materials: C(C)(C)(C)OC(=O)N1[C@H]2C[C@H]2C[C@H]1CN ((1S,3S,5S)-3-aminomethyl-2-aza-bicyclo[3.1.0]hexane-2-carboxylic acid tert-butyl ester), O1C=2C(OCC1)=C(SC2)C(=O)O (2,3-dihydro-thieno[3,4-b][1,4]dioxine-5-carboxylic acid). Yields the product C(C)(C)(C)OC(=O)N1[C@H]2C[C@H]2C[C@H]1CNC(=O)C=1SC=C2OCCOC21 ((1S,3S,5S)-3-{[(2,3-Dihydro-thieno[3,4-b][1,4]dioxine-5-carbonyl)-amino]-methyl}-2-aza-bicyclo[3.1.0]hexane-2-carboxylic acid tert-butyl ester). RXN SMILES: [C:1]([O:5][C:6]([N:8]1[C@H:13]([CH2:14][NH2:15])[CH2:12][C@H:11]2[C@@H:9]1[CH2:10]2)=[O:7])([CH3:4])([CH3:3])[CH3:2].[O:16]1[CH2:21][CH2:20][O:19][C:18]2=[C:22]([C:25](O)=[O:26])[S:23][CH:24]=[C:17]12>>[C:1]([O:5][C:6]([N:8]1[C@H:13]([CH2:14][NH:15][C:25]([C:22]2[S:23][CH:24]=[C:17]3[C:18]=2[O:19][CH2:20][CH2:21][O:16]3)=[O:26])[CH2:12][C@H:11]2[C@@H:9]1[CH2:10]2)=[O:7])([CH3:4])([CH3:3])[CH3:2]. Reported procedure: prepared by reaction of (1S,3S,5S)-3-aminomethyl-2-aza-bicyclo[3.1.0]hexane-2-carboxylic acid tert-butyl ester with 2,3-dihydro-thieno[3,4-b][1,4]dioxine-5-carboxylic acid. LC-MS (acidic): tR=0.98 min; [M+H]+=381.1. Reactants: ClC1=CC(=C(C(=O)OC)C=C1)I (methyl 4-chloro-2-iodobenzoate), NC=1C=C(C(=O)OC)C=CC1N (methyl 3,4-diaminobenzoate), C(=O)([O-])[O-].[K+].[K+] (K2CO3). Reagents/catalysts: [Cu] (copper). Run in ClC1=CC=CC=C1 (chlorobenzene), C(C)(=O)OCC (ethyl acetate). Yields the product NC1=C(C=CC(=C1)C(=O)OC)NC1=C(C(=O)OC)C=CC(=C1)Cl (methyl 2-{[2-amino-4-(methoxycarbonyl)phenyl]amino}-4-chlorobenzoate). Yield: 67.7%. RXN SMILES: [Cl:1][C:2]1[CH:11]=[CH:10][C:5]([C:6]([O:8][CH3:9])=[O:7])=[C:4](I)[CH:3]=1.[NH2:13][C:14]1[CH:15]=[C:16]([CH:21]=[CH:22][C:23]=1[NH2:24])[C:17]([O:19][CH3:20])=[O:18].C([O-])([O-])=O.[K+].[K+]>ClC1C=CC=CC=1.C(OCC)(=O)C.[Cu]>[NH2:13][C:14]1[CH:15]=[C:16]([C:17]([O:19][CH3:20])=[O:18])[CH:21]=[CH:22][C:23]=1[NH:24][C:4]1[CH:3]=[C:2]([Cl:1])[CH:11]=[CH:10][C:5]=1[C:6]([O:8][CH3:9])=[O:7] |f:2.3.4|. Procedure details: A mixture of methyl 4-chloro-2-iodobenzoate (0.593 g, 2 mmol), methyl 3,4-diaminobenzoate (0.332 g, 2 mmol), copper (0.126 g, 2 mmol), and K2CO3 (0.276 g, 2 mmol) in chlorobenzene (40 mL) was heated to reflux for 20 hours, cooled to room temperature, diluted with ethyl acetate, and filtered through diatomaceous earth (Celite®). The solution was washed with water and brine, dried (MgSO4), filtered, and concentrated under vacuum. The residue was purified by flash column chromatography on silica ge... Starting materials: COC=1C=C(C=CC1)C12CCCC(NC1)C2 (1-(3-methoxyphenyl)-6-azabicyclo[3,2,1]octane), C([C@@H](O)[C@H](O)C(=O)O)(=O)O (d-tartaric acid). The solvent is C(C)O (ethanol). Run at time 8 hour. Yields the product C([C@@H](O)[C@H](O)C(=O)O)(=O)O.COC=1C=C(C=CC1)C12CCCC(NC1)C2 ((-)-1-(3-methoxyphenyl)-6-azabicyclo[3,2,1]octane d-tartarate). Yield: 38.4%. RXN SMILES: [CH3:1][O:2][C:3]1[CH:4]=[C:5]([C:9]23[CH2:16][CH:13]([NH:14][CH2:15]2)[CH2:12][CH2:11][CH2:10]3)[CH:6]=[CH:7][CH:8]=1.[C:17]([OH:26])(=[O:25])[C@H:18]([C@@H:20]([C:22]([OH:24])=[O:23])[OH:21])[OH:19]>C(O)C>[C:17]([OH:26])(=[O:25])[C@H:18]([C@@H:20]([C:22]([OH:24])=[O:23])[OH:21])[OH:19].[CH3:1][O:2][C:3]1[CH:4]=[C:5]([C:9]23[CH2:16][CH:13]([NH:14][CH2:15]2)[CH2:12][CH2:11][CH2:10]3)[CH:6]=[CH:7][CH:8]=1 |f:3.4|. Procedure: 8.7 g of 1-(3-methoxyphenyl)-6-azabicyclo[3,2,1]octane and 6.2 g of d-tartaric acid are added to 80 ml of boiling-ethanol. The mixture is allowed to stand overnight. The crystalline precipitate is collected by filtration and then recrystallized from methanol. 5.65 g of (-)-1-(3-methoxyphenyl)-6-azabicyclo[3,2,1]octane d-tartarate are obtained. M.p. 190° - 192°C.